From a dataset of the Open Reaction Database (ORD), a public repository of structured organic reaction records. describe an organic reaction: reactants, conditions, products, and yield Starting materials: CC(=O)O, COCCOC, ClCCl, O=Cc1cccc(C(F)(F)F)c1, C1CCNCC1, O=C1CSC(=S)N1N=c1sc2ccccc2s1. Product: O=C1C(=Cc2cccc(C(F)(F)F)c2)SC(=S)N1N=c1sc2ccccc2s1. RXN SMILES: [C:36]([OH:37])(=[O:38])[CH3:39].[CH3:40][O:41][CH2:42][CH2:43][O:44][CH3:45].[Cl:46][CH2:47][Cl:48].[F:18][C:19]([c:20]1[cH:21][c:22]([CH:23]=[O:24])[cH:25][cH:26][cH:27]1)([F:28])[F:29].[NH:30]1[CH2:31][CH2:32][CH2:33][CH2:34][CH2:35]1.[s:1]1[c:2](=[N:10][N:11]2[C:12](=[S:17])[S:13][CH2:14][C:15]2=[O:16])[s:3][c:4]2[c:5]1[cH:6][cH:7][cH:8][cH:9]2>>[s:1]1[c:2](=[N:10][N:11]2[C:12](=[S:17])[S:13][C:14](=[CH:23][c:22]3[cH:21][c:20]([C:19]([F:18])([F:28])[F:29])[cH:27][cH:26][cH:25]3)[C:15]2=[O:16])[s:3][c:4]2[c:5]1[cH:6][cH:7][cH:8][cH:9]2. The reactants are Cl.CN(CCCN=C=NCC)C (1-(3-dimethylaminopropyl)-3-ethylcarbodiimide hydrochloride), N1=C2C(=CC=C1)CCC1=C2C(C=CC=CC1)=C1CCNCC1 (4-(5,6,7,12-tetrahydrobenzocycloocta[1,2-b]pyridin-12-ylidene) piperidine), C(C1=CC=[N+](C=C1)[O-])(=O)O (isonicotinic acid N-oxide), O.ON1N=NC2=C1C=CC=C2 (1-hydroxybenzotriazole hydrate), P(=O)(O)(O)[O-].[Na+] (sodium dihydrogen phosphate). Run in C(Cl)Cl (methylene chloride), C(Cl)Cl (methylene chloride). The product is N1=CC=C(C=C1)C(=O)[N+]1(CCC(CC1)=C1C=CC=CCC2=C1C1=NC=CC=C1CC2)[O-] (1-(4-pyridinyl carbonyl)-4-(5,6,7,12-tetrahydrobenzocycloocta[1,2-b]pyridin-12-ylidene)piperidine N-oxide). RXN SMILES: [N:1]1[CH:6]=[CH:5][CH:4]=[C:3]2[CH2:7][CH2:8][C:9]3[CH2:16][CH:15]=[CH:14][CH:13]=[CH:12][C:11](=[C:17]4[CH2:22][CH2:21][NH:20][CH2:19][CH2:18]4)[C:10]=3[C:2]=12.[C:23](O)(=[O:31])[C:24]1[CH:29]=[CH:28][N+:27]([O-])=[CH:26][CH:25]=1.O.[OH:34]N1C2C=CC=CC=2N=N1.Cl.CN(C)CCCN=C=NCC.P([O-])(O)(O)=O.[Na+]>C(Cl)Cl>[N:27]1[CH:28]=[CH:29][C:24]([C:23]([N+:20]2([O-:34])[CH2:21][CH2:22][C:17](=[C:11]3[C:10]4[C:2]5[C:3]([CH2:7][CH2:8][C:9]=4[CH2:16][CH:15]=[CH:14][CH:13]=[CH:12]3)=[CH:4][CH:5]=[CH:6][N:1]=5)[CH2:18][CH2:19]2)=[O:31])=[CH:25][CH:26]=1 |f:2.3,4.5,6.7|. Procedure: To a mixture of 4.50 g (15.5 mmol) of 4-(5,6,7,12-tetrahydrobenzocycloocta[1,2-b]pyridin-12-ylidene) piperidine, 2.19 g (15.7 mmol) of isonicotinic acid N-oxide, and 2.33 g (17.2 mmol) of 1-hydroxybenzotriazole hydrate in 30 mL of dry methylene chloride at -15° C. and under a nitrogen atmosphere was added dropwise over 25 min. a solution of 3.26 g (16.9 mmol) of 1-(3-dimethylaminopropyl)-3-ethylcarbodiimide hydrochloride in 60 mL of dry methylene chloride. The reaction mixture was slowly allowed... Reactants: amine, C(C)(C)SCCCCCCCCCC(=O)NC1=C(C=CC=C1)SCCCC(=O)OCC (Ethyl 4-(2-(10-(Isopropylthio)decanoylamino)-phenylthio)butyrate), C(CCCCCCCCCCC(=O)[O-])(=O)OC (Dodecanedioic acid, mono methyl ester), diester. Product: C(=O)(O)CCCCCCCCCCC(=O)NC1=C(C=CC=C1)SCCCC(=O)O (4-(2-(11-Carboxyundecanoylamino) phenylthio)butyric acid). Reaction SMILES: [C:1]([O:16]C)(=O)[CH2:2][CH2:3][CH2:4][CH2:5][CH2:6][CH2:7][CH2:8][CH2:9][CH2:10][CH2:11][C:12]([O-:14])=[O:13].C(SCCCCCCCCCC([NH:33][C:34]1[CH:39]=[CH:38][CH:37]=[CH:36][C:35]=1[S:40][CH2:41][CH2:42][CH2:43][C:44]([O:46]CC)=[O:45])=O)(C)C>>[C:12]([CH2:11][CH2:10][CH2:9][CH2:8][CH2:7][CH2:6][CH2:5][CH2:4][CH2:3][CH2:2][C:1]([NH:33][C:34]1[CH:39]=[CH:38][CH:37]=[CH:36][C:35]=1[S:40][CH2:41][CH2:42][CH2:43][C:44]([OH:46])=[O:45])=[O:16])([OH:14])=[O:13]. Reported procedure: When amine (11) is acylated with acid chloride (7) as per procedure Step (E), and the resultant diester (ethyl 4-(2-(11-carbomethoxy-undecanoylamino)phenylthio)butyrate 12 is hydrolyzed in Step I as per procedure (F), the title compound, 13 m.p. 113.5-115° C. is obtained. The reactants are CCOC(=O)c1cccc(C2=CCC(NC(=O)OC(C)(C)C)CC2)c1, Cl, C1COCCO1. Yields the product CCOC(=O)c1cccc(C2=CCC(N)CC2)c1. RXN SMILES: [C:1]([O:2][C:3](=[O:4])[NH:8][CH:9]1[CH2:10][CH:11]=[C:12]([c:15]2[cH:16][c:17]([C:18](=[O:19])[O:20][CH2:21][CH3:22])[cH:23][cH:24][cH:25]2)[CH2:13][CH2:14]1)([CH3:5])([CH3:6])[CH3:7].[ClH:32].[O:26]1[CH2:27][CH2:28][O:29][CH2:30][CH2:31]1>>[NH2:8][CH:9]1[CH2:10][CH:11]=[C:12]([c:15]2[cH:16][c:17]([C:18](=[O:19])[O:20][CH2:21][CH3:22])[cH:23][cH:24][cH:25]2)[CH2:13][CH2:14]1.